Dataset: the Open Reaction Database (ORD), a public repository of structured organic reaction records. Task: describe an organic reaction: reactants, conditions, products, and yield Reactants: C(#N)C1(CC1)NC([C@H](CC(C)C)N[C@H](C=1SC=CN1)C1=CC=C(C=C1)C1=C(C=C(C=C1)F)F)=O ((2S)-2-{(S)-[(2′,4′-difluorobiphenyl-4-yl)-thiazol-2-yl-methyl]-amino}-4-methylpentanoic acid (1-cyanocyclopropyl)-amide), C(#N)C1(CC1)NC([C@H](CC(C)C)N[C@H](C=1SC=CN1)C1=CC=C(C=C1)Br)=O ((2S)-2-{(S)-[(4-bromophenyl)-thiazol-2-yl-methyl]-amino}-4-methylpentanoic acid (1-cyanocyclopropyl)-amide), CS(=O)(=O)C1=CC=C(C=C1)B(O)O (4-methanesulfonylphenylboronic acid). The reagents and catalysts are C1=CC=C(C=C1)P([C-]2C=CC=C2)C3=CC=CC=C3.C1=CC=C(C=C1)P([C-]2C=CC=C2)C3=CC=CC=C3.Cl[Pd]Cl.[Fe+2] ([1,1′-bis(diphenylphosphino)-ferrocene]dichloropalladium(II)). The product is C(#N)C1(CC1)NC([C@H](CC(C)C)N[C@H](C=1SC=CN1)C1=CC=C(C=C1)C1=CC=C(C=C1)S(=O)(=O)C)=O ((2S)-2-{(S)-[(4′-methanesulfonylbiphenyl-4-yl)-thiazol-2-yl-methyl]-amino}-4-methylpentanoic acid (1-cyanocyclopropyl)-amide). RXN SMILES: [C:1]([C:3]1([NH:6][C:7](=[O:34])[C@@H:8]([NH:13][C@@H:14]([C:20]2[CH:25]=[CH:24][C:23]([C:26]3[CH:31]=[CH:30][C:29](F)=[CH:28][C:27]=3F)=[CH:22][CH:21]=2)[C:15]2[S:16][CH:17]=[CH:18][N:19]=2)[CH2:9][CH:10]([CH3:12])[CH3:11])[CH2:5][CH2:4]1)#[N:2].C(C1(NC(=O)[C@@H](N[C@@H](C2C=CC(Br)=CC=2)C2SC=CN=2)CC(C)C)CC1)#N.[CH3:62][S:63](C1C=CC(B(O)O)=CC=1)(=[O:65])=[O:64]>C1C=CC(P(C2C=CC=CC=2)[C-]2C=CC=C2)=CC=1.C1C=CC(P(C2C=CC=CC=2)[C-]2C=CC=C2)=CC=1.Cl[Pd]Cl.[Fe+2]>[C:1]([C:3]1([NH:6][C:7](=[O:34])[C@@H:8]([NH:13][C@@H:14]([C:20]2[CH:25]=[CH:24][C:23]([C:26]3[CH:31]=[CH:30][C:29]([S:63]([CH3:62])(=[O:65])=[O:64])=[CH:28][CH:27]=3)=[CH:22][CH:21]=2)[C:15]2[S:16][CH:17]=[CH:18][N:19]=2)[CH2:9][CH:10]([CH3:12])[CH3:11])[CH2:5][CH2:4]1)#[N:2] |f:3.4.5.6|. Procedure: The title compound was prepared in similar manner to that described for (2S)-2-{(S)-[(2′,4′-difluorobiphenyl-4-yl)-thiazol-2-yl-methyl]-amino}-4-methylpentanoic acid (1-cyanocyclopropyl)-amide, via Suzuki cross-coupling of (2S)-2-{(S)-[(4-bromophenyl)-thiazol-2-yl-methyl]-amino}-4-methylpentanoic acid (1-cyanocyclopropyl)-amide with 4-methanesulfonylphenylboronic acid, in the presence of [1,1′-bis(diphenylphosphino)-ferrocene]dichloropalladium(II), dichloromethane complex. The reactants are C(CC)[Mg]Br (n-propylmagnesium bromide), ClC=1N=C2N(N=C(C=C2)Cl)C1 (2,6-dichloroimidazo[1,2-b]pyridazine), Cl (hydrochloric acid). The reagents and catalysts are C/C(=C/C(=O)C)/[O-].C/C(=C/C(=O)C)/[O-].C/C(=C/C(=O)C)/[O-].[Fe+3] (iron(III) acetylacetonate). The solvent is O1CCCC1 (tetrahydrofuran), O1CCCC1 (tetrahydrofuran). Conditions: temperature 5 celsius. Product: ClC=1N=C2N(N=C(C=C2)CCC)C1 (2-chloro-6-n-propylimidazo[1,2-b]pyridazine). As a reaction SMILES: [Cl:1][C:2]1[N:3]=[C:4]2[CH:9]=[CH:8][C:7](Cl)=[N:6][N:5]2[CH:11]=1.[CH2:12]([Mg]Br)[CH2:13][CH3:14].Cl>C/C(/[O-])=C/C(C)=O.C/C(/[O-])=C/C(C)=O.C/C(/[O-])=C/C(C)=O.[Fe+3].O1CCCC1>[Cl:1][C:2]1[N:3]=[C:4]2[CH:9]=[CH:8][C:7]([CH2:12][CH2:13][CH3:14])=[N:6][N:5]2[CH:11]=1 |f:3.4.5.6|. Procedure: Under a nitrogen stream, 2,6-dichloroimidazo[1,2-b]pyridazine (0.50 g, 2.66 mmol) and iron(III) acetylacetonate (0.094 g, 0.27 mmol) were added to tetrahydrofuran (5.0 ml), and a solution of n-propylmagnesium bromide in tetrahydrofuran (2 M, 1.99 ml, 3.99 mmol) was added dropwise over 13 minutes to the mixture with stirring at 0 to 10° C. After stirring for 10 minutes under ice-cooling, the reaction mixture was warmed to room temperature and stirred for 6 hours at room temperature. The reaction ... Starting materials: C1(=CC=CC=C1)C=1CCN(CC1)C(=O)Cl (4-Phenyl-3,6-dihydro-2H-pyridine-1-carbonyl chloride), OCCCCNC(C1=CC=CC=C1)=O (N-(4-hydroxy-butyl)-benzamide). Product: OCCCCNC(=O)N1CCC(=CC1)C1=CC=CC=C1 (4-Phenyl-3,6-dihydro-2H-pyridine-1-carboxylic acid (4-hydroxybutyl)amide). As a reaction SMILES: [C:1]1([C:7]2[CH2:8][CH2:9][N:10]([C:13](Cl)=[O:14])[CH2:11][CH:12]=2)[CH:6]=[CH:5][CH:4]=[CH:3][CH:2]=1.[OH:16][CH2:17][CH2:18][CH2:19][CH2:20][NH:21]C(=O)C1C=CC=CC=1>>[OH:16][CH2:17][CH2:18][CH2:19][CH2:20][NH:21][C:13]([N:10]1[CH2:11][CH:12]=[C:7]([C:1]2[CH:6]=[CH:5][CH:4]=[CH:3][CH:2]=2)[CH2:8][CH2:9]1)=[O:14]. Procedure: 4-Phenyl-3,6-dihydro-2H-pyridine-1-carboxylic acid (4-hydroxybutyl)amide (62B) is prepared from 62A as described for 1D. The product is obtained in almost quantitative yield. Reactants: CC#CCO, [Cl-], CC1CC(C)CN(c2ncnc(F)c2F)C1, [H-], [NH4+], [Na+], C1CCOC1. Product: CC#CCOc1ncnc(N2CC(C)CC(C)C2)c1F. As a reaction SMILES: [CH2:3]([C:4]#[C:5][CH3:6])[OH:7].[Cl-:24].[F:8][c:9]1[n:10][cH:11][n:12][c:13]([N:16]2[CH2:17][CH:18]([CH3:23])[CH2:19][CH:20]([CH3:22])[CH2:21]2)[c:14]1[F:15].[H-:1].[NH4+:25].[Na+:2].[O:26]1[CH2:27][CH2:28][CH2:29][CH2:30]1>>[CH2:3]([C:4]#[C:5][CH3:6])[O:7][c:9]1[n:10][cH:11][n:12][c:13]([N:16]2[CH2:17][CH:18]([CH3:23])[CH2:19][CH:20]([CH3:22])[CH2:21]2)[c:14]1[F:15]. Yields the product CS(=O)(=O)C1=CC=C(C=C1)C(CC(C)C)C1=CC=2C(=NC=C(C2)C(=O)O)N1 (2-[1-(4-methanesulfonyl-phenyl)-3-methyl-butyl]-1H-pyrrolo[2,3-b]pyridin-5-carboxylic acid). Isolated yield 73.9%. Reaction SMILES: [CH3:1][S:2]([C:5]1[CH:10]=[CH:9][C:8]([C:11]([C:16]2[NH:27][C:19]3=[N:20][CH:21]=[C:22]([C:24]([OH:26])=[O:25])[CH:23]=[C:18]3[CH:17]=2)=[CH:12][CH:13]([CH3:15])[CH3:14])=[CH:7][CH:6]=1)(=[O:4])=[O:3].[H][H]>[Pd].CO>[CH3:1][S:2]([C:5]1[CH:10]=[CH:9][C:8]([CH:11]([C:16]2[NH:27][C:19]3=[N:20][CH:21]=[C:22]([C:24]([OH:26])=[O:25])[CH:23]=[C:18]3[CH:17]=2)[CH2:12][CH:13]([CH3:15])[CH3:14])=[CH:7][CH:6]=1)(=[O:3])=[O:4]. Conditions: temperature 25 celsius, time 5 hour. Solvent: CO (methanol). The reactants are [H][H] (hydrogen), steel, CS(=O)(=O)C1=CC=C(C=C1)C(=CC(C)C)C1=CC=2C(=NC=C(C2)C(=O)O)N1 (2-[1-(4-methanesulfonyl-phenyl)-3-methyl-but-1-enyl]-1H-pyrrolo[2,3-b]pyridin-5-carboxylic acid). Procedure details: A mixture of 2-[1-(4-methanesulfonyl-phenyl)-3-methyl-but-1-enyl]-1H-pyrrolo[2,3-b]pyridin-5-carboxylic acid (540 mg, 1.40 mmol) and 10% palladium on activated carbon (162 mg) in methanol (300 mL) was heated at 50° C. under 50 bar of hydrogen in a steel bomb and kept for 5 h. The mixture was cooled to 25° C., filtered off solids and washed with ethyl acetate. The filtrate was concentrated in vacuo to afford 2-[1-(4-methanesulfonyl-phenyl)-3-methyl-butyl]-1H-pyrrolo[2,3-b]pyridin-5-carboxylic aci... Reagents/catalysts: [Pd] (palladium on activated carbon). Reactants: C([O-])([O-])=O.[K+].[K+] (potassium carbonate), OCC=1C=C2C[C@@H](CC2=CC1)NS(=O)(=O)C(C)C ((R)—N-(5-(hydroxymethyl)-2,3-dihydro-1H-inden-2-yl)propane-2-sulfonamide), FC(C1=NNC2=C1CN(CC2)C(=O)OC(C)(C)C)(F)F (tert-butyl 3-(trifluoromethyl)-6,7-dihydro-1H-pyrazolo[4,3-c]pyridine-5(4H)-carboxylate), S(=O)(Cl)Cl (thionyl chloride). Run in C(Cl)Cl (DCM). Reaction conditions: time 1 hour. Yields the product FC(C1=NN(C2=C1CNCC2)CC=2C=C1C[C@@H](CC1=CC2)NS(=O)(=O)C(C)C)(F)F ((R)—N-(5-((3-(trifluoromethyl)-4,5,6,7-tetrahydro-1H-pyrazolo[4,3-c]pyridin-1-yl)methyl)-2,3-dihydro-1H-inden-2-yl)propane-2-sulfonamide). The yield is 6.0%. RXN SMILES: O[CH2:2][C:3]1[CH:4]=[C:5]2[C:9](=[CH:10][CH:11]=1)[CH2:8][C@@H:7]([NH:12][S:13]([CH:16]([CH3:18])[CH3:17])(=[O:15])=[O:14])[CH2:6]2.S(Cl)(Cl)=O.[F:23][C:24]([F:42])([F:41])[C:25]1[C:29]2[CH2:30][N:31](C(OC(C)(C)C)=O)[CH2:32][CH2:33][C:28]=2[NH:27][N:26]=1.C(=O)([O-])[O-].[K+].[K+]>C(Cl)Cl>[F:42][C:24]([F:23])([F:41])[C:25]1[C:29]2[CH2:30][NH:31][CH2:32][CH2:33][C:28]=2[N:27]([CH2:2][C:3]2[CH:4]=[C:5]3[C:9](=[CH:10][CH:11]=2)[CH2:8][C@@H:7]([NH:12][S:13]([CH:16]([CH3:18])[CH3:17])(=[O:15])=[O:14])[CH2:6]3)[N:26]=1 |f:3.4.5|. Procedure: (R)—N-(5-(hydroxymethyl)-2,3-dihydro-1H-inden-2-yl)propane-2-sulfonamide (23 mg, 0.086 mmol) was dissolved in DCM (5 mL) and thionyl chloride (51 mg, 0.43 mmol) was added. The reaction mixture was stirred at room temperature for 1 h before being concentrated to dryness. The whole was dissolved in DMF (2 mL) to this was added tert-butyl 3-(trifluoromethyl)-6,7-dihydro-1H-pyrazolo[4,3-c]pyridine-5(4H)-carboxylate (25 mg, 0.086 mmol) followed by potassium carbonate (24 mg, 0.172 mmol). The reaction... Starting materials: NC=1C=C(C=CC1O)CCC1=CC(=C(C=C1)O)N (1,2 bis(3-amino-4-hydroxyphenyl)ethane), C([O-])(O)=O.[Na+] (sodium bicarbonate), O (water), CC(=O)CC(C)C (isobutyl methyl ketone), ClCC(=O)Cl (chloroacetyl chloride). The product is O1CC(NC2=C1C=CC(=C2)CCC=2C=CC1=C(NC(CO1)=O)C2)=O (1,2-Bis[2H-1,4-benzoxazin-3(4H)-one-6yl]ethane). As a reaction SMILES: [NH2:1][C:2]1[CH:3]=[C:4]([CH2:9][CH2:10][C:11]2[CH:16]=[CH:15][C:14]([OH:17])=[C:13]([NH2:18])[CH:12]=2)[CH:5]=[CH:6][C:7]=1[OH:8].C(=O)(O)[O-].[Na+].O.Cl[CH2:26][C:27](Cl)=[O:28].[CH3:30][C:31](CC(C)C)=[O:32]>>[O:8]1[C:7]2[CH:6]=[CH:5][C:4]([CH2:9][CH2:10][C:11]3[CH:16]=[CH:15][C:14]4[O:17][CH2:30][C:31](=[O:32])[NH:18][C:13]=4[CH:12]=3)=[CH:3][C:2]=2[NH:1][C:27](=[O:28])[CH2:26]1 |f:1.2|. Procedure details: To 3.0 g (0.0123 mole) of 1,2 bis(3-amino-4-hydroxyphenyl)ethane in 25 ml of isobutyl methyl ketone was added 5.0 g (0.06 mole) sodium bicarbonate and 25 ml of water. The mixture was cooled in an ice-bath and 1.4 g (0.012 mole) of chloroacetyl chloride was added dropwise over 15 minutes. After coming to room temperature, the mixture was refluxed for 4 hours. On cooling, the solid was filtered off and washed with acetone. The precipitate was suspended in acetone, refluxed for 15 minutes and coole... Reactants: NC=1SC=C(N1)/C(/C(=O)NC1[C@@H]2N(C(=C(CS2)CC2OCOC2)C(=S)[O-])C1=O)=N/OC(C1=CC=CC=C1)(C1=CC=CC=C1)C1=CC=CC=C1.[Na+] (Sodium 7-[(Z)-2-(2-aminothiazol-4-yl)-2-trityloxyiminoacetamido]-3-(1,3-dioxolan-4-yl)methylthio-3-cephem-4-carboxylate), C(C(C)(C)C)(=O)OCI (iodomethyl pivalate). Yields the product NC=1SC=C(N1)/C(/C(=O)NC1[C@@H]2N(C(=C(CS2)CC2OCOC2)C(=S)OCOC(C(C)(C)C)=O)C1=O)=N/O (Pivaloyloxymethyl 7-[(Z)-2-(2-aminothiazol-4-yl)-2-hydroxyiminoacetamido]-3-(1,3-dioxolan-4-yl)methylthio-3-cephem-4-carboxylate). The yield is 76.1%. Reaction SMILES: [NH2:1][C:2]1[S:3][CH:4]=[C:5](/[C:7](=[N:29]/[O:30]C(C2C=CC=CC=2)(C2C=CC=CC=2)C2C=CC=CC=2)/[C:8]([NH:10][CH:11]2[C:27](=[O:28])[N:13]3[C:14]([C:24]([O-:26])=[S:25])=[C:15]([CH2:18][CH:19]4[CH2:23][O:22][CH2:21][O:20]4)[CH2:16][S:17][C@H:12]23)=[O:9])[N:6]=1.[Na+].[C:51]([O:57][CH2:58]I)(=[O:56])[C:52]([CH3:55])([CH3:54])[CH3:53]>>[NH2:1][C:2]1[S:3][CH:4]=[C:5](/[C:7](=[N:29]/[OH:30])/[C:8]([NH:10][CH:11]2[C:27](=[O:28])[N:13]3[C:14]([C:24]([O:26][CH2:58][O:57][C:51](=[O:56])[C:52]([CH3:55])([CH3:54])[CH3:53])=[S:25])=[C:15]([CH2:18][CH:19]4[CH2:23][O:22][CH2:21][O:20]4)[CH2:16][S:17][C@H:12]23)=[O:9])[N:6]=1 |f:0.1|. Reported procedure: Sodium 7-[(Z)-2-(2-aminothiazol-4-yl)-2-trityloxyiminoacetamido]-3-(1,3-dioxolan-4-yl)methylthio-3-cephem-4-carboxylate (71 mg) as prepared in Example 35(b) was reacted with iodomethyl pivalate (68 mg) similarly to Example 28 for the esterification reaction. The resulting reaction solution was post-treated and the produced compound was recovered and purified similarly to Example 28 to give the titled compound (43 mg; 51%). Starting materials: BrC1=CC(=C(C=C1)C1=C(C=C(C=C1)Br)[N+](=O)[O-])OC (4,4′-dibromo-2-methoxy-2′-nitro-biphenyl), NN (hydrazine). The reagents and catalysts are [Ru] (Ru/C). Run in C(C)O (ethanol), C(C)O (ethanol). The product is BrC1=CC(=C(C=C1)C1=C(C=C(C=C1)Br)OC)N (4,4′-dibromo-2′-methoxy-biphenyl-2-ylamine). Isolated yield 100.0%. Reaction SMILES: [Br:1][C:2]1[CH:7]=[CH:6][C:5]([C:8]2[CH:13]=[CH:12][C:11]([Br:14])=[CH:10][C:9]=2[N+:15]([O-])=O)=[C:4]([O:18][CH3:19])[CH:3]=1.NN>C(O)C.[Ru]>[Br:14][C:11]1[CH:12]=[CH:13][C:8]([C:5]2[CH:6]=[CH:7][C:2]([Br:1])=[CH:3][C:4]=2[O:18][CH3:19])=[C:9]([NH2:15])[CH:10]=1. Procedure: To a suspension of 4,4′-dibromo-2-methoxy-2′-nitro-biphenyl (3.76 g, 9.8 mmol) and 5% Ru/C (400 mg) in ethanol (37 ml) at 65-70° C. was added dropwise a solution of hydrazine (4.6 ml, 59 mmol) in ethanol (5 ml). The mixture was refluxed for 7 hours and filtered through a pad of CELITE. The CELITE pad was washed with ethanol. The combined solution was concentrated under reduced pressure. Coevaporation with ethanol, EtOAc and DCM gave 4,4′-dibromo-2′-methoxy-biphenyl-2-ylamine as yellow solid (3.5... The reactants are CC(=O)N1CCN(c2nccc(N)n2)CC1, CO, N#Cc1cnc(Cl)s1, [H-], [Na+]. Yields the product CC(=O)N1CCN(c2nccc(Nc3ncc(C#N)s3)n2)CC1. As a reaction SMILES: [C:1]([CH3:2])(=[O:3])[N:4]1[CH2:5][CH2:6][N:7]([c:10]2[n:11][cH:12][cH:13][c:14]([NH2:16])[n:15]2)[CH2:8][CH2:9]1.[CH3:27][OH:28].[Cl:19][c:20]1[s:21][c:22]([C:25]#[N:26])[cH:23][n:24]1.[H-:17].[Na+:18]>>[C:1]([CH3:2])(=[O:3])[N:4]1[CH2:5][CH2:6][N:7]([c:10]2[n:11][cH:12][cH:13][c:14]([NH:16][c:20]3[s:21][c:22]([C:25]#[N:26])[cH:23][n:24]3)[n:15]2)[CH2:8][CH2:9]1.